From a dataset of the Open Reaction Database (ORD), a public repository of structured organic reaction records. describe an organic reaction: reactants, conditions, products, and yield The reactants are CC1=CC=2CC3=CC(=C(C=C3C2C=C1C(C)(C)C)C(C)(C)C)C (2,7-dimethyl-3,6-ditert-butyl-fluorene), Example 1-2 ( i ), Cl (hydrochloric acid), C(CCC)[Li] (n-butyllithium), O1CCCC1 (tetrahydrofuran), C(CCC)C(=C1C=CC=C1)CCCC (6,6-di(n-butyl)fulvene), O1CCCC1 (tetrahydrofuran). Solvent: C(C)OCC (diethyl ether), CCCCCC (hexane). Run at temperature -78 celsius. The product is C(CCC)C(=C1C(=C(C(=C2C=C3C=C(C(=CC3=C12)C(C)(C)C)C)C1C=CC=C1)C)C(C)(C)C)CCCC (di(n-butyl)methylene(cyclopentadienyl)(2,7-dimethyl-3,6-ditert-butylfluorene)). Yield: 50.0%. As a reaction SMILES: [CH3:1][C:2]1[C:14]([C:15]([CH3:18])([CH3:17])[CH3:16])=[CH:13][C:12]2[C:11]3[C:6](=[CH:7][C:8]([CH3:23])=[C:9]([C:19]([CH3:22])([CH3:21])[CH3:20])[CH:10]=3)[CH2:5][C:4]=2[CH:3]=1.[CH2:24]([Li])[CH2:25][CH2:26][CH3:27].[CH2:29]([C:33]([CH2:39][CH2:40][CH2:41][CH3:42])=C1C=CC=C1)[CH2:30][CH2:31][CH3:32].Cl.O1CCC[CH2:45]1>C(OCC)C.CCCCCC>[CH2:39]([C:33]([CH2:29][CH2:30][CH2:31][CH3:32])=[C:10]1[C:11]2[C:6]([CH:5]=[C:4]3[C:12]=2[CH:13]=[C:14]([C:15]([CH3:16])([CH3:17])[CH3:18])[C:2]([CH3:1])=[CH:3]3)=[C:7]([CH:24]2[CH:45]=[CH:27][CH:26]=[CH:25]2)[C:8]([CH3:23])=[C:9]1[C:19]([CH3:22])([CH3:21])[CH3:20])[CH2:40][CH2:41][CH3:42]. Procedure: Under a nitrogen atmosphere, dehydrated tetrahydrofuran was added to 0.783 g (2.55 mmol) of 2,7-dimethyl-3,6-ditert-butyl-fluorene, and the mixture was stirred. This solution was cooled in an ice bath, and 1.85 mL (2.85 mmol) of a 1.54 mol/L hexane solution of n-butyllithium was added. The mixture was stirred at room temperature for 2 hours. The resulting orange-colored solution was cooled to −78° C. in a dry ice/methanol bath, and a solution prepared by dissolving 0.571 g (3.00 mmol) of 6,6-di(...